From a dataset of the Open Reaction Database (ORD), a public repository of structured organic reaction records. describe an organic reaction: reactants, conditions, products, and yield Starting materials: FC(CCCCCCCCCCCCCCCBr)(F)F (15-(trifluoromethyl)pentadecyl bromide), CN(P(=O)(N(C)C)N(C)C)C (hexamethylphosphoramide), NC1=CC=C(C(=O)OCC)C=C1 (ethyl 4-aminobenzoate), C([O-])([O-])=O.[K+].[K+] (potassium carbonate). Run in O (water). Product: FC(CCCCCCCCCCCCCCCNC1=CC=C(C(=O)OCC)C=C1)(F)F (Ethyl 4-[15-(trifluoromethyl)pentadecylamino]benzoate). As a reaction SMILES: [F:1][C:2]([F:20])([F:19])[CH2:3][CH2:4][CH2:5][CH2:6][CH2:7][CH2:8][CH2:9][CH2:10][CH2:11][CH2:12][CH2:13][CH2:14][CH2:15][CH2:16][CH2:17]Br.[NH2:21][C:22]1[CH:32]=[CH:31][C:25]([C:26]([O:28][CH2:29][CH3:30])=[O:27])=[CH:24][CH:23]=1.C(=O)([O-])[O-].[K+].[K+].CN(C)P(N(C)C)(N(C)C)=O>O>[F:1][C:2]([F:20])([F:19])[CH2:3][CH2:4][CH2:5][CH2:6][CH2:7][CH2:8][CH2:9][CH2:10][CH2:11][CH2:12][CH2:13][CH2:14][CH2:15][CH2:16][CH2:17][NH:21][C:22]1[CH:23]=[CH:24][C:25]([C:26]([O:28][CH2:29][CH3:30])=[O:27])=[CH:31][CH:32]=1 |f:2.3.4|. Procedure details: A mixture of 18.5 g. of 15-(trifluoromethyl)pentadecyl bromide, 17.0 g. of ethyl 4-aminobenzoate, 7.1 g. of potassium carbonate, and 75 ml. of hexamethylphosphoramide is stirred for 16 hours at 120° C., allowed to cool, diluted with water, and filtered. The solid is dissolved in methylene chloride and the solution is dried over anhydrous magnesium sulfate and evaporated. The residual brown oil is crystallized from ethanol and recrystallized from acetonitrile to yield the product as a white solid... Starting materials: [OH-].[K+] (KOH), C1(=CC=CC=C1)S(=O)(=O)N1C=CC2=CC(=CC=C12)O (1-(Phenylsulfonyl)-1H-indol-5-ol), C1(=CC=CC=C1)S(=O)(=O)N1C=CC2=CC(=CC=C12)O (1-(Phenylsulfonyl)-1H-indol-5-ol), C=O (formaldehyde), Cl (HCl). Solvent: C(Cl)Cl (DCM), O (water), CO (MeOH). Run at temperature 40 celsius. Yields the product OCC1=C2C=CN(C2=CC=C1O)S(=O)(=O)C1=CC=CC=C1 (4-(Hydroxymethyl)-1-(phenylsulfonyl)-1H-indol-5-ol). Isolated yield 48.9%. RXN SMILES: [C:1]1([S:7]([N:10]2[C:18]3[C:13](=[CH:14][C:15]([OH:19])=[CH:16][CH:17]=3)[CH:12]=[CH:11]2)(=[O:9])=[O:8])[CH:6]=[CH:5][CH:4]=[CH:3][CH:2]=1.[CH2:20]=[O:21].[OH-].[K+].Cl>CO.O.C(Cl)Cl>[OH:21][CH2:20][C:14]1[C:15]([OH:19])=[CH:16][CH:17]=[C:18]2[C:13]=1[CH:12]=[CH:11][N:10]2[S:7]([C:1]1[CH:2]=[CH:3][CH:4]=[CH:5][CH:6]=1)(=[O:8])=[O:9] |f:2.3|. Reported procedure: 1-(Phenylsulfonyl)-1H-indol-5-ol (Intermediate 8, 0.80 g, 2.9 mmol) was dissolved in MeOH (20 mL) and formaldehyde (37 wt. % in H2O, 4.0 mL, 49 mmol) was added followed by a solution of KOH (1.64 g, 29.3 mmol) in water (20 mL). The reaction mixture was heated at 40° C. overnight. The mixture was made acidic with 1 M HCl and diluted with DCM, transferred to a separation funnel and extracted with DCM (2×). The combined organics were washed with brine (1×), dried (MgSO4) and evaporated. The crude p... Reactants: C(=CCCCC)C=1NC2=CC=CC=C2C1 (2-Hex-1-enyl-1H-indole). Reagents/catalysts: [Pd] (palladium on carbon). The solvent is C(C)O (ethanol). The product is C(CCCCC)C=1NC2=CC=CC=C2C1 (2-Hexyl-1H-indole). Reaction SMILES: [CH:1]([C:7]1[NH:8][C:9]2[C:14]([CH:15]=1)=[CH:13][CH:12]=[CH:11][CH:10]=2)=[CH:2][CH2:3][CH2:4][CH2:5][CH3:6]>C(O)C.[Pd]>[CH2:1]([C:7]1[NH:8][C:9]2[C:14]([CH:15]=1)=[CH:13][CH:12]=[CH:11][CH:10]=2)[CH2:2][CH2:3][CH2:4][CH2:5][CH3:6]. Reported procedure: 2-Hex-1-enyl-1H-indole was dissolved in ethanol and 10% palladium on carbon was added to the solution. The reaction flask was sealed and exposed to hydrogen gas under pressure until the hydrogen gas consumption was stopped completely. The reaction mixture was filtered through Celite. The solvent was evaporated to afford the product. Reactants: [Al+3], C1CCOC1, CCNc1cc(F)ccc1C(=O)N(C)OC, Cc1ccccc1, [H-], [H-], [H-], [H-], [Li+], COC(=O)C=P(c1ccccc1)(c1ccccc1)c1ccccc1. Yields the product CCNc1cc(F)ccc1C=CC(=O)OC. As a reaction SMILES: [Al+3:18].[CH2:47]1[O:48][CH2:49][CH2:50][CH2:51]1.[CH3:1][O:2][N:3]([C:4]([c:5]1[c:6]([NH:12][CH2:13][CH3:14])[cH:7][c:8]([F:11])[cH:9][cH:10]1)=[O:16])[CH3:15].[CH3:52][c:53]1[cH:54][cH:55][cH:56][cH:57][cH:58]1.[H-:17].[H-:20].[H-:21].[H-:22].[Li+:19].[c:23]1([P:24]([c:25]2[cH:26][cH:27][cH:28][cH:29][cH:30]2)([c:31]2[cH:32][cH:33][cH:34][cH:35][cH:36]2)=[CH:42][C:43](=[O:44])[O:45][CH3:46])[cH:37][cH:38][cH:39][cH:40][cH:41]1>>[CH:4]([c:5]1[c:6]([NH:12][CH2:13][CH3:14])[cH:7][c:8]([F:11])[cH:9][cH:10]1)=[CH:42][C:43](=[O:44])[O:45][CH3:46]. Starting materials: [BH4-], CCOC(=O)C1=C(C)NC(C=O)=C(C(=O)OCC)C1c1cccc([N+](=O)[O-])c1, CCO, [Na+]. The product is CCOC(=O)C1=C(C)NC(CO)=C(C(=O)OCC)C1c1cccc([N+](=O)[O-])c1. Reaction SMILES: [BH4-:29].[CH3:1][C:2]1=[C:7]([C:8](=[O:9])[O:10][CH2:11][CH3:12])[CH:6]([c:13]2[cH:14][c:15]([N+:19](=[O:20])[O-:21])[cH:16][cH:17][cH:18]2)[C:5]([C:22](=[O:23])[O:24][CH2:25][CH3:26])=[C:4]([CH:27]=[O:28])[NH:3]1.[CH3:31][CH2:32][OH:33].[Na+:30]>>[CH3:1][C:2]1=[C:7]([C:8](=[O:9])[O:10][CH2:11][CH3:12])[CH:6]([c:13]2[cH:14][c:15]([N+:19](=[O:20])[O-:21])[cH:16][cH:17][cH:18]2)[C:5]([C:22](=[O:23])[O:24][CH2:25][CH3:26])=[C:4]([CH2:27][OH:28])[NH:3]1. Starting materials: COc1ccc(C(OC)OC)cc1, CC(C)(CO)C(O)CO, ClCCl, ClOCl, [P+5]. The product is COc1ccc(C2OCC(C)(C)C(CO)O2)cc1. Reaction SMILES: [CH3:14][O:15][CH:16]([c:17]1[cH:18][cH:19][c:20]([O:23][CH3:24])[cH:21][cH:22]1)[O:25][CH3:26].[CH3:1][C:2]([CH:3]([CH2:4][OH:5])[OH:6])([CH2:7][OH:8])[CH3:9].[Cl:27][CH2:28][Cl:29].[O:10]([Cl:11])[Cl:12].[P+5:13]>>[CH3:1][C:2]1([CH3:9])[CH:3]([CH2:4][OH:5])[O:6][CH:16]([c:17]2[cH:18][cH:19][c:20]([O:23][CH3:24])[cH:21][cH:22]2)[O:8][CH2:7]1. Starting materials: OC1=CC=C(C2=CC=CC=C12)C=O (4-hydroxynaphthaldehyde), FC=1C=C(C#N)C=CC1F (3,4-difluorobenzonitrile). The product is FC=1C=C(C#N)C=CC1OC1=CC=C(C2=CC=CC=C12)C=O (3-Fluoro-4(4-formylnaphthalen-1-yloxy)benzonitrile). As a reaction SMILES: [OH:1][C:2]1[C:11]2[C:6](=[CH:7][CH:8]=[CH:9][CH:10]=2)[C:5]([CH:12]=[O:13])=[CH:4][CH:3]=1.[F:14][C:15]1[CH:16]=[C:17]([CH:20]=[CH:21][C:22]=1F)[C:18]#[N:19]>>[F:14][C:15]1[CH:16]=[C:17]([CH:20]=[CH:21][C:22]=1[O:1][C:2]1[C:11]2[C:6](=[CH:7][CH:8]=[CH:9][CH:10]=2)[C:5]([CH:12]=[O:13])=[CH:4][CH:3]=1)[C:18]#[N:19]. Procedure: Using the procedure outlined in Preparation 82, 4-hydroxynaphthaldehyde and 3,4-difluorobenzonitrile were converted to the title compound: RT=3.90 min; m/z (ES+)=292.1 [M+H]+. Reactants: O[Li].O (LiOH.H2O), CC1=NC(=CC=C1C(C(=O)OCC)C)N1N=NN=C1 (ethyl 2-[2-methyl-6-(1H-tetrazol-1-yl)pyridin-3-yl]propanoate), C(CC(O)(C(=O)O)CC(=O)O)(=O)O (citric acid). Solvent: CO.C1CCOC1.O (MeOH THF H2O). Reaction conditions: time 30 minute. Yields the product CC1=NC(=CC=C1C(C(=O)O)C)N1N=NN=C1 (2-[2-methyl-6-(1H-tetrazol-1-yl)pyridin-3-yl]propanoic acid). As a reaction SMILES: [CH3:1][C:2]1[C:7]([CH:8]([CH3:14])[C:9]([O:11]CC)=[O:10])=[CH:6][CH:5]=[C:4]([N:15]2[CH:19]=[N:18][N:17]=[N:16]2)[N:3]=1.O[Li].O.C(O)(=O)CC(CC(O)=O)(C(O)=O)O>CO.C1COCC1.O>[CH3:1][C:2]1[C:7]([CH:8]([CH3:14])[C:9]([OH:11])=[O:10])=[CH:6][CH:5]=[C:4]([N:15]2[CH:19]=[N:18][N:17]=[N:16]2)[N:3]=1 |f:1.2,4.5.6|. Procedure: A mixture of ethyl 2-[2-methyl-6-(1H-tetrazol-1-yl)pyridin-3-yl]propanoate (300 mg, 1.1 mmol) in 8 mL of MeOH/THF/H2O (2:2:1) was added LiOH.H2O (75 mg, 1.8 mmol) and stirred for 30 min at room temperature. The reaction was acidified with citric acid until pH about 3-4. Extracted with EtOAc, the combined organic layer was washed with brine, dried over anhydrous Na2SO4, concentrated to give title compound. 1H-NMR (400 MHz, CDCl3) δ ppm 9.51 (s, 1H), 7.86-7.91 (m, 2H), 4.00-4.05 (m, 1H), 2.64 (s, ...